This data is from the Open Reaction Database (ORD), a public repository of structured organic reaction records. The task is: describe an organic reaction: reactants, conditions, products, and yield Reactants: O (water), ClC1=CC=C(C=C1)N1N=C2C(CC1=O)CCSC1=C2C=C(S1)C (2-(4-chlorophenyl)-9-methyl-4,4a,5,6-tetrahydrothieno[2',3':2,3]thiepino[4,5-c]pyridazin-3(2H)-one), BrBr (bromine). The solvent is C(C)(=O)O (acetic acid), C(C)(=O)O (acetic acid). Reaction conditions: time 20 minute. The product is ClC1=CC=C(C=C1)N1N=C2C(=CC1=O)CCSC1=C2C=C(S1)C (2-(4-chlorophenyl)-9-methyl-5,6-dihydrothieno[2',3':2,3]thiepino[4,5-c]pyridazin-3(2H)-one). The yield is 61.5%. As a reaction SMILES: [Cl:1][C:2]1[CH:7]=[CH:6][C:5]([N:8]2[C:13](=[O:14])[CH2:12][CH:11]3[CH2:15][CH2:16][S:17][C:18]4[S:22][C:21]([CH3:23])=[CH:20][C:19]=4[C:10]3=[N:9]2)=[CH:4][CH:3]=1.BrBr.O>C(O)(=O)C>[Cl:1][C:2]1[CH:7]=[CH:6][C:5]([N:8]2[C:13](=[O:14])[CH:12]=[C:11]3[CH2:15][CH2:16][S:17][C:18]4[S:22][C:21]([CH3:23])=[CH:20][C:19]=4[C:10]3=[N:9]2)=[CH:4][CH:3]=1. Procedure details: To a solution of 3.6 g of 2-(4-chlorophenyl)-9-methyl-4,4a,5,6-tetrahydrothieno[2',3':2,3]thiepino[4,5-c]pyridazin-3(2H)-one in 50 ml of acetic acid is added dropwise a solution of 1.7 g of bromine in 15 ml of acetic acid stirring for 15 minutes at 40°-45° C. The mixture is stirred for 20 minutes at the same temperature and then poured into 200 ml of water. The precipitated crystals are collected by filtration and washed with water. The resulting crystals are subjected to column chromatography o... RXN SMILES: NCC([O:5][C:6]1[CH:21]=[C:20]([O:22]C(=O)CN)[C:9]2[C:10](C)=[C:11]3[N:16]([C:17](=[O:18])[C:8]=2[CH:7]=1)[CH2:15][CH2:14][CH2:13][CH2:12]3)=O.OC1C=C(O)C2C(C)=C3N(C(=O)C=2C=1)CCCC3.C(OC1C2C(=O)N3C(CCCC3)=C(C)C=2C=CC=1OC(=O)C)(=O)C.COC1C=C(OC)C2C(C)=C3N(C(=O)C=2C=1)CCCC3>>[OH:5][C:6]1[CH:21]=[C:20]([OH:22])[C:9]2[CH:10]=[C:11]3[N:16]([C:17](=[O:18])[C:8]=2[CH:7]=1)[CH2:15][CH2:14][CH2:13][CH2:12]3. Reported procedure: Preferred specifies are compounds selected from the following compounds A through E, wherein the structure and name is providing for each: ##STR7## 8,10-bis(acetyloxy)-1,2,3,4-tetrahydro-11-methyl-6H-benzo[b]quinolizin-6-one; ##STR8## 8,10-bis[(aminoacetyl)oxy]-11-methyl-1,2,3,4-tetrahydro-6H-benzo[b]quinolizin-6-one; ##STR9## 1,2,3,4-tetrahydro-8,10-dihydroxy-11-methyl-6H-benzo[b]quinolizin-6-one; ##STR10## 7,8-bis(acetyloxy)-1,2,3,4-tetrahydro-11-methyl-6H-benzo[b]quinolizin-6-one; ##STR11## 8... Starting materials: NCC(=O)OC1=CC2=C(C(=C3CCCCN3C2=O)C)C(=C1)OC(CN)=O (8,10-bis[(aminoacetyl)oxy]-11-methyl-1,2,3,4-tetrahydro-6H-benzo[b]quinolizin-6-one), COC1=CC2=C(C(=C3CCCCN3C2=O)C)C(=C1)OC (8,10-bis(methoxy)-1,2,3,4-tetrahydro-11-methyl-6H-benzo[b]quinolizin-6-one), OC1=CC2=C(C(=C3CCCCN3C2=O)C)C(=C1)O (1,2,3,4-tetrahydro-8,10-dihydroxy-11-methyl-6H-benzo[b]quinolizin-6-one), C(C)(=O)OC1=C(C=CC=2C(=C3CCCCN3C(C21)=O)C)OC(C)=O (7,8-bis(acetyloxy)-1,2,3,4-tetrahydro-11-methyl-6H-benzo[b]quinolizin-6-one). The product is OC1=CC2=C(C=C3CCCCN3C2=O)C(=C1)O (1,2,3,4-tetrahydro-8,10-dihydroxy-6H-benzo[b]quinolizin-6-one). Reactants: N1=CC(=CC=C1)N1N=CC(=C1)C(N)=S (1-(3-pyridyl)pyrazole-4-carbothioamide), BrC1=C(C(CCC1)=O)O (3-bromo-2-hydroxy-cyclohex-2-en-1-one), C(=O)(O)[O-].[Na+] (NaHCO3). Run in C(C)(=O)O (acetic acid), O (water). The product is N1=CC(=CC=C1)N1N=CC(=C1)C=1SC2=C(N1)C(CCC2)=O (2-[1-(3-pyridyl)pyrazol-4-yl]-6,7-dihydro-5H-1,3-benzothiazol-4-one). As a reaction SMILES: [N:1]1[CH:6]=[CH:5][CH:4]=[C:3]([N:7]2[CH:11]=[C:10]([C:12](=[S:14])[NH2:13])[CH:9]=[N:8]2)[CH:2]=1.Br[C:16]1[CH2:21][CH2:20][CH2:19][C:18](=[O:22])[C:17]=1O.C([O-])(O)=O.[Na+]>C(O)(=O)C.O>[N:1]1[CH:6]=[CH:5][CH:4]=[C:3]([N:7]2[CH:11]=[C:10]([C:12]3[S:14][C:16]4[CH2:21][CH2:20][CH2:19][C:18](=[O:22])[C:17]=4[N:13]=3)[CH:9]=[N:8]2)[CH:2]=1 |f:2.3|. Procedure details: 1-(3-pyridyl)pyrazole-4-carbothioamide (2.50 mmol, 0.510 g) and 3-bromo-2-hydroxy-cyclohex-2-en-1-one (2.50 mmol, 0.477 g, described in Tet. Lett. 2011, 52, 3633) were suspended in 10 ml acetic acid and the reaction mixture heated to reflux for 20 h. The reaction was cooled down to room temperature, diluted with water, slowly neutralised by dropwise addition in a saturated NaHCO3 solution, and the aqueous phase was extracted with DCM. The combined organic phases were dried over Na2SO4, filtered ... Yields the product FC=1C=C(C=CC1)C1=CC(=NN1)C(F)(F)F (5-(3-Fluorophenyl)-3-trifluoromethyl-1H-pyrazole). Starting materials: C(#C)C1=CC(=CC=C1)F (1-Ethynyl-3-fluoro-benzene), NN (hydrazine), [Li]CCCC (n-BuLi), C(F)(F)(F)C(=O)OCC (CF3CO2Et), B(F)(F)F.O(CC)CC (BF3 OEt2). As a reaction SMILES: [C:1]([C:3]1[CH:8]=[CH:7][CH:6]=[C:5]([F:9])[CH:4]=1)#[CH:2].[Li]CCCC.[C:15]([C:19](OCC)=O)([F:18])([F:17])[F:16].B(F)(F)F.O(CC)CC.[NH2:33][NH2:34]>C1COCC1.C1C=CC=CC=1>[F:9][C:5]1[CH:4]=[C:3]([C:1]2[NH:34][N:33]=[C:19]([C:15]([F:18])([F:17])[F:16])[CH:2]=2)[CH:8]=[CH:7][CH:6]=1 |f:3.4|. Reported procedure: Following protocol H, 1-Ethynyl-3-fluoro-benzene was treated with n-BuLi, CF3CO2Et and BF3—OEt2 in THF. Reaction with hydrazine in benzene under similar reaction conditions yielded title compound. Run in C1=CC=CC=C1 (benzene), C1CCOC1 (THF). Reactants: O (Water), C[Si](N[Si](C)(C)C)(C)C.[K] (Potassium hexamethyldisilazane), CC=1C=C(C(=O)C2=CNC3=CC=C(N=C3C2=O)C)C=CC1C (3-(3,4-Dimethyl-benzoyl)-6-methyl-1H-[1,5]naphthyridin-4-one), BrC1=NC(=CC=C1)CBr (2-bromo-6-bromomethyl-pyridine). Solvent: C(C)(=O)OCC (ethyl acetate), O1CCCC1 (tetrahydrofuran). Conditions: time 8 hour. Yields the product BrC1=CC=CC(=N1)CN1C=C(C(C2=NC(=CC=C12)C)=O)C(C1=CC(=C(C=C1)C)C)=O (1-(6-Bromo-pyridin-2-ylmethyl)-3-(3,4-dimethyl-benzoyl)-6-methyl-1H-[1,5]naphthyridin-4-one). As a reaction SMILES: C[Si](C)(C)N[Si](C)(C)C.[K].[CH3:11][C:12]1[CH:13]=[C:14]([CH:29]=[CH:30][C:31]=1[CH3:32])[C:15]([C:17]1[C:26](=[O:27])[C:25]2[C:20](=[CH:21][CH:22]=[C:23]([CH3:28])[N:24]=2)[NH:19][CH:18]=1)=[O:16].[Br:33][C:34]1[CH:39]=[CH:38][CH:37]=[C:36]([CH2:40]Br)[N:35]=1.O>O1CCCC1.C(OCC)(=O)C>[Br:33][C:34]1[N:35]=[C:36]([CH2:40][N:19]2[C:20]3[C:25](=[N:24][C:23]([CH3:28])=[CH:22][CH:21]=3)[C:26](=[O:27])[C:17]([C:15](=[O:16])[C:14]3[CH:29]=[CH:30][C:31]([CH3:32])=[C:12]([CH3:11])[CH:13]=3)=[CH:18]2)[CH:37]=[CH:38][CH:39]=1 |f:0.1,^1:9|. Reported procedure: Potassium hexamethyldisilazane (0.49 mL, 0.246 mmol, 0.5 M in THF) was added to a solution of 3-(3,4-Dimethyl-benzoyl)-6-methyl-1H-[1,5]naphthyridin-4-one (60 mg, 0.205) in 2 mL of tetrahydrofuran. After the reaction was stirred at room temperature for 20 minutes 2-bromo-6-bromomethyl-pyridine (61.8 mg, 0.246 mmol) was added and stirred overnight at room temperature. Water and ethyl acetate were added and the two phases were separated. The aqueous phase was extracted with ethyl acetate (3×20 mL)... Starting materials: CC(C)(C)OC(=O)C=Cc1ccn(S(=O)(=O)Cc2ccccc2)c1, ClCCl, O=C(O)C(F)(F)F. The product is O=C(O)C=Cc1ccn(S(=O)(=O)Cc2ccccc2)c1. Reaction SMILES: [C:1]([CH3:2])([CH3:3])([CH3:4])[O:5][C:6]([CH:7]=[CH:8][c:9]1[cH:10][n:11]([S:14](=[O:15])(=[O:16])[CH2:17][c:18]2[cH:19][cH:20][cH:21][cH:22][cH:23]2)[cH:12][cH:13]1)=[O:24].[Cl:32][CH2:33][Cl:34].[F:25][C:26]([F:27])([F:28])[C:29]([OH:30])=[O:31]>>[O:5]=[C:6]([CH:7]=[CH:8][c:9]1[cH:10][n:11]([S:14](=[O:15])(=[O:16])[CH2:17][c:18]2[cH:19][cH:20][cH:21][cH:22][cH:23]2)[cH:12][cH:13]1)[OH:24]. Starting materials: CCOC(=O)C1(S(=O)(=O)c2ccc(OC)cc2)CCN(C)CC1, CO, [Na+], [OH-]. Product: COc1ccc(S(=O)(=O)C2(C(=O)O)CCN(C)CC2)cc1. RXN SMILES: [CH2:1]([CH3:2])[O:3][C:4](=[O:5])[C:6]1([S:13](=[O:14])(=[O:15])[c:16]2[cH:17][cH:18][c:19]([O:22][CH3:23])[cH:20][cH:21]2)[CH2:7][CH2:8][N:9]([CH3:12])[CH2:10][CH2:11]1.[CH3:24][OH:25].[Na+:27].[OH-:26]>>[O:3]=[C:4]([OH:5])[C:6]1([S:13](=[O:14])(=[O:15])[c:16]2[cH:17][cH:18][c:19]([O:22][CH3:23])[cH:20][cH:21]2)[CH2:7][CH2:8][N:9]([CH3:12])[CH2:10][CH2:11]1.